From a dataset of the Open Reaction Database (ORD), a public repository of structured organic reaction records. describe an organic reaction: reactants, conditions, products, and yield The reactants are CC(C)(C)O, CC=C(C)C, COC(=O)c1nc2ccc(C=O)cc2cc1C, [Cl-], Cl, [Na+], [Na+], O, O=P([O-])(O)O. Yields the product COC(=O)c1nc2ccc(C(=O)O)cc2cc1C. Reaction SMILES: [C:33]([OH:34])([CH3:35])([CH3:36])[CH3:37].[CH3:18][C:19](=[CH:20][CH3:21])[CH3:22].[CH:1](=[O:2])[c:3]1[cH:4][c:5]2[cH:6][c:7]([CH3:17])[c:8]([C:13](=[O:14])[O:15][CH3:16])[n:9][c:10]2[cH:11][cH:12]1.[Cl-:30].[ClH:31].[Na+:23].[Na+:29].[OH2:32].[OH:24][P:25](=[O:26])([O-:27])[OH:28]>>[C:1](=[O:2])([c:3]1[cH:4][c:5]2[cH:6][c:7]([CH3:17])[c:8]([C:13](=[O:14])[O:15][CH3:16])[n:9][c:10]2[cH:11][cH:12]1)[OH:24]. Starting materials: C(C1=CC=CC=C1)OC1=CC=C(C(=N1)NC1=CC=CC=C1)N (6-(Benzyloxy)-N2-phenylpyridine-2,3-diamine), C(=O)(C(F)(F)F)O (TFA). Conditions: time 8 hour. Yields the product C(C1=CC=CC=C1)OC1=CC=C2C(=N1)N(C=N2)C2=CC=CC=C2 (5-(Benzyloxy)-3-phenyl-3H-imidazo[4,5-b]pyridine). Reaction SMILES: [CH2:1]([O:8][C:9]1[N:14]=[C:13]([NH:15][C:16]2[CH:21]=[CH:20][CH:19]=[CH:18][CH:17]=2)[C:12]([NH2:22])=[CH:11][CH:10]=1)[C:2]1[CH:7]=[CH:6][CH:5]=[CH:4][CH:3]=1.[C:23](O)(C(F)(F)F)=O>>[CH2:1]([O:8][C:9]1[N:14]=[C:13]2[N:15]([C:16]3[CH:21]=[CH:20][CH:19]=[CH:18][CH:17]=3)[CH:23]=[N:22][C:12]2=[CH:11][CH:10]=1)[C:2]1[CH:7]=[CH:6][CH:5]=[CH:4][CH:3]=1. Reported procedure: 6-(Benzyloxy)-N2-phenylpyridine-2,3-diamine (60 mg, 0.21 mmol) was dissolved in trimethyl orthformate (5.0 mL), and TFA (10 μL) was added. The mixture was stirred at room temperature overnight and concentrated in vacuo. The residue was purified by preparative HPLC to give the title compound as a red solid (58 mg). 1H NMR (500 MHz, CDCl3) δ ppm 5.40 (s, 2H), 7.15 (d, J=9.0 Hz, 1H), 7.31-7.42 (m, 5H), 7.62-7.72 (m, 5H), 8.32 (d, J=9.0 Hz, 1H), 9.25 (s, 1H). Reactants: [Si](C)(C)(C(C)(C)C)OC1C[C@@H](N(C1)C(=O)OC(C)(C)C)C1=C(C=CC(=C1)F)OC ((R)-tert-butyl 4-(tert-butyldimethylsilyloxy)-2-(5-fluoro-2-methoxyphenyl)pyrrolidine-1-carboxylate), Cl (HCl), O1CCOCC1 (dioxane). Run in C(Cl)Cl (CH2Cl2). Reaction conditions: time 8 hour. Product: Cl.FC=1C=CC(=C(C1)C1C[C@H](CN1)O)OC ((R)-5-(5-fluoro-2-methoxyphenyl)pyrrolidin-3-ol hydrochloride). Isolated yield 98.2%. RXN SMILES: [Si]([O:8][CH:9]1[CH2:13][N:12](C(OC(C)(C)C)=O)[C@@H:11]([C:21]2[CH:26]=[C:25]([F:27])[CH:24]=[CH:23][C:22]=2[O:28][CH3:29])[CH2:10]1)(C(C)(C)C)(C)C.[ClH:30].O1CCOCC1>C(Cl)Cl>[ClH:30].[F:27][C:25]1[CH:24]=[CH:23][C:22]([O:28][CH3:29])=[C:21]([CH:11]2[NH:12][CH2:13][C@H:9]([OH:8])[CH2:10]2)[CH:26]=1 |f:4.5|. Procedure details: To solution of (R)-tert-butyl 4-(tert-butyldimethylsilyloxy)-2-(5-fluoro-2-methoxyphenyl)pyrrolidine-1-carboxylate (1.01 g, 2.37 mmol) in CH2Cl2 (10 mL) at 0° C. was added 4 M HCl in dioxane (5.93 mL, 23.7 mmol). The resulting mixture was warmed to ambient temperature and stirred for 8 hours. The reaction mixture was concentrated under reduced pressure to give the crude material that was triturated with ether. The resulting solids were filtered and dried under reduced pressure to afford (R)-5-(5...